This data is from the Open Reaction Database (ORD), a public repository of structured organic reaction records. The task is: describe an organic reaction: reactants, conditions, products, and yield Starting materials: CO, CS(C)=O, Cc1cc(Cl)nc(Cl)n1, [Na], CN(C)C(=O)Nc1ccc(O)cc1. Product: Cc1cc(Oc2ccc(NC(=O)N(C)C)cc2)nc(Cl)n1. RXN SMILES: [CH3:1][OH:2].[CH3:26][S:27]([CH3:28])=[O:29].[Cl:17][c:18]1[n:19][c:20]([CH3:25])[cH:21][c:22]([Cl:24])[n:23]1.[Na:16].[OH:3][c:4]1[cH:5][cH:6][c:7]([NH:10][C:11]([N:12]([CH3:13])[CH3:14])=[O:15])[cH:8][cH:9]1>>[O:3]([c:4]1[cH:5][cH:6][c:7]([NH:10][C:11]([N:12]([CH3:13])[CH3:14])=[O:15])[cH:8][cH:9]1)[c:22]1[cH:21][c:20]([CH3:25])[n:19][c:18]([Cl:17])[n:23]1. Starting materials: CC(=O)O, O, O=[N+]([O-])O, COC(=O)C(C)c1ccc(O)cc1. Product: COC(=O)C(C)c1ccc(O)c([N+](=O)[O-])c1. Reaction SMILES: [CH3:19][C:20](=[O:21])[OH:22].[OH2:14].[OH:15][N+:16]([O-:17])=[O:18].[OH:1][c:2]1[cH:3][cH:4][c:5]([CH:8]([C:9](=[O:10])[O:11][CH3:12])[CH3:13])[cH:6][cH:7]1>>[OH:1][c:2]1[cH:3][cH:4][c:5]([CH:8]([C:9](=[O:10])[O:11][CH3:12])[CH3:13])[cH:6][c:7]1[N+:16](=[O:15])[O-:17]. The reactants are CN1CCOCC1 (N-methyl morpholine), O.ON1N=NC2=C1C=CC=C2 (1-hydroxy-1H-benzotriazole monohydrate), N1=C(C=CC=C1)C1=CN=C2N1C=C(C=C2)C=2C(=NN(C2)C(C2=CC=CC=C2)(C2=CC=CC=C2)C2=CC=CC=C2)C2=CC=C(C(=O)O)C=C2 (4-{4-[3-(2-pyridyl)imidazo[1,2-a]pyridin-6-yl]-1-trityl-1H-3-pyrazolyl} benzoic acid), N1CCOCC1 (morpholine), Cl.C(C)N=C=NCCCN(C)C (1-ethyl-3-(3-dimethylaminopropyl)-carbodiimide hydrochloride). Run in CN(C=O)C (N,N-dimethylformamide), O (water), C(C)(=O)OCC (Ethyl acetate). The product is O1CCN(CC1)C(=O)C1=CC=C(C=C1)C1=NN(C=C1C=1C=CC=2N(C1)C(=CN2)C2=NC=CC=C2)C(C2=CC=CC=C2)(C2=CC=CC=C2)C2=CC=CC=C2 (Morpholino(4-{4-[3-(2-pyridyl)imidazo[1,2-a]pyridin-6-yl]-1-trityl-1H-3-pyrazolyl}phenyl)methanone). Yield: 93.6%. As a reaction SMILES: C[N:2]1[CH2:7][CH2:6][O:5][CH2:4][CH2:3]1.O.ON1C2C=CC=CC=2N=N1.[N:19]1[CH:24]=[CH:23][CH:22]=[CH:21][C:20]=1[C:25]1[N:29]2[CH:30]=[C:31]([C:34]3[C:35]([C:58]4[CH:66]=[CH:65][C:61]([C:62](O)=[O:63])=[CH:60][CH:59]=4)=[N:36][N:37]([C:39]([C:52]4[CH:57]=[CH:56][CH:55]=[CH:54][CH:53]=4)([C:46]4[CH:51]=[CH:50][CH:49]=[CH:48][CH:47]=4)[C:40]4[CH:45]=[CH:44][CH:43]=[CH:42][CH:41]=4)[CH:38]=3)[CH:32]=[CH:33][C:28]2=[N:27][CH:26]=1.N1CCOCC1.Cl.C(N=C=NCCCN(C)C)C>O.C(OCC)(=O)C.CN(C)C=O>[O:5]1[CH2:6][CH2:7][N:2]([C:62]([C:61]2[CH:60]=[CH:59][C:58]([C:35]3[C:34]([C:31]4[CH:32]=[CH:33][C:28]5[N:29]([C:25]([C:20]6[CH:21]=[CH:22][CH:23]=[CH:24][N:19]=6)=[CH:26][N:27]=5)[CH:30]=4)=[CH:38][N:37]([C:39]([C:46]4[CH:47]=[CH:48][CH:49]=[CH:50][CH:51]=4)([C:52]4[CH:53]=[CH:54][CH:55]=[CH:56][CH:57]=4)[C:40]4[CH:41]=[CH:42][CH:43]=[CH:44][CH:45]=4)[N:36]=3)=[CH:66][CH:65]=2)=[O:63])[CH2:3][CH2:4]1 |f:1.2,5.6|. Reported procedure: 17 mg N-methyl morpholine and 13 mg 1-hydroxy-1H-benzotriazole monohydrate were added in this order at room temperature to a mixture of 50 mg 4-{4-[3-(2-pyridyl)imidazo[1,2-a]pyridin-6-yl]-1-trityl-1H-3-pyrazolyl} benzoic acid obtained in Example 46, 7.7 mg morpholine, 17 mg 1-ethyl-3-(3-dimethylaminopropyl)-carbodiimide hydrochloride and 8 mL N,N-dimethylformamide. Ethyl acetate and water were added to the reaction solution, and the organic layer was separated, washed twice with water and then ... Starting materials: FC(C(C(F)(F)F)(O)C=1C=C2CC(N(C2=CC1)C(CO)C1=CC=CC=C1)C)(F)F (1,1,1,3,3,3-hexafluoro-2-[1-(2-hydroxy-1-phenyl-ethyl)-2-methyl-2,3-dihydro-1H-indol-5-yl]-propan-2-ol), [NH4+].[Cl-] (NH4Cl), O1CCOCC1 (dioxane), C(#N)C1=C(C(=O)C(=C(C1=O)Cl)Cl)C#N (DDQ). The reagents and catalysts are O=[Mn]=O (MnO2). Solvent: C1(=CC=CC=C1)C (toluene), CCOCC (Et2O). Reaction conditions: temperature 80 celsius, time 8 hour. The product is FC(C(C(F)(F)F)(O)C=1C=C2C=C(N(C2=CC1)C(CO)C1=CC=CC=C1)C)(F)F (1,1,1,3,3,3-hexafluoro-2-[1-(2-hydroxy-1-phenyl-ethyl)-2-methyl-1H-indol-5-yl]-propan-2-ol). Isolated yield 38.2%. Reaction SMILES: [F:1][C:2]([F:29])([F:28])[C:3]([C:9]1[CH:10]=[C:11]2[C:15](=[CH:16][CH:17]=1)[N:14]([CH:18]([C:21]1[CH:26]=[CH:25][CH:24]=[CH:23][CH:22]=1)[CH2:19][OH:20])[CH:13]([CH3:27])[CH2:12]2)([OH:8])[C:4]([F:7])([F:6])[F:5].O1CCOCC1.C(C1C(=O)C(Cl)=C(Cl)C(=O)C=1C#N)#N.[NH4+].[Cl-]>C1(C)C=CC=CC=1.O=[Mn]=O.CCOCC>[F:29][C:2]([F:1])([F:28])[C:3]([C:9]1[CH:10]=[C:11]2[C:15](=[CH:16][CH:17]=1)[N:14]([CH:18]([C:21]1[CH:26]=[CH:25][CH:24]=[CH:23][CH:22]=1)[CH2:19][OH:20])[C:13]([CH3:27])=[CH:12]2)([OH:8])[C:4]([F:7])([F:6])[F:5] |f:3.4|. Procedure details: A solution of 40 mg (0.094 mmol) 1,1,1,3,3,3-hexafluoro-2-[1-(2-hydroxy-1-phenyl-ethyl)-2-methyl-2,3-dihydro-1H-indol-5-yl]-propan-2-ol (example 70) in 1 mL of toluene was treated with 45 mg (0.47 mmol) of MnO2. After stirring at 80° C. for 8 hrs, 0.5 mL of dioxane and 22 mg (0.094 mmol) of DDQ were added. The resulting mixture was stirred at RT overnight and poured into a saturated aqueous solution of NH4Cl and Et2O. The phases were separated and the aqueous one was extracted with Et2O. The com... Starting materials: C(C)(=O)NC1=CC(=C(C=C1)O)[N+](=O)[O-] (4-acetamido-2-nitrophenol), amine, Cl.C(C)(=O)NC1=CC(=C(C=C1)O)N (4-acetamido-2-aminophenol hydrochloride), C(C)(=O)C=1C(OC(=C(C1O)C(C)=O)O)=O (3,5-diacetyl-4,6-dihydroxy-2H-pyran-2-one), Cl (hydrochloric acid), C([O-])(O)=O.[Na+] (sodium bicarbonate). The reagents and catalysts are [Pd] (palladium-on-carbon). Run in C(C)O (ethanol), CO (methanol), O (water). The product is C(C)(=O)NC=1C=CC(=C(C1)NC(C)=C1C(OC(C(=C1O)C(C)=O)=O)=O)O (3-[1-(5-acetamido-2-hydroxyphenylamino)ethylidene]-5-acetyl-4-hydroxy-2H-pyran-2,6(3H)-dione). RXN SMILES: [C:1]([NH:4][C:5]1[CH:10]=[CH:9][C:8]([OH:11])=[C:7]([N+:12]([O-])=O)[CH:6]=1)(=[O:3])[CH3:2].Cl.Cl.C(NC1C=CC(O)=C(N)C=1)(=O)C.[C:29]([C:32]1[C:33](=[O:43])[O:34][C:35]([OH:42])=[C:36]([C:39](=O)[CH3:40])[C:37]=1[OH:38])(=[O:31])[CH3:30].C(=O)(O)[O-].[Na+]>O.[Pd].CO.C(O)C>[C:1]([NH:4][C:5]1[CH:10]=[CH:9][C:8]([OH:11])=[C:7]([NH:12][C:39](=[C:36]2[C:37]([OH:38])=[C:32]([C:29](=[O:31])[CH3:30])[C:33](=[O:43])[O:34][C:35]2=[O:42])[CH3:40])[CH:6]=1)(=[O:3])[CH3:2] |f:2.3,5.6|. Procedure details: Following the procedures of Example 1, 4.0 g. (0.0204 mol) of 4-acetamido-2-nitrophenol (prepared by acetylation of the corresponding amine) is hydrogenated in a mixture of 150 ml. of ethanol, 3.3 ml. of concentrated hydrochloric acid and 0.5 g. of 10% palladium-on-carbon in a Parr apparatus at room temperature. Filtration of the reaction mixture gives a powder which is dissolved in a minimum amount of water and filtered. This aqueous solution of 4-acetamido-2-aminophenol hydrochloride is added ... Reactants: FC1=C(C(=CC=C1)F)N1C(C=CC2=C1N=C(N=C2C=2C=C(C(=O)NC=1SC=CN1)C=CC2C)S(=O)C)=O (3-[8-(2,6-difluorophenyl)-2-(methylsulfinyl)-7-oxo-7,8-dihydropyrido[2,3-d]pyrimidin-4-yl]-4-methyl-N-1,3-thiazol-2-ylbenzamide), CC(C)(C)NCCCN (N-(1,1-dimethylethyl)-1,3-propanediamine). Yields the product FC1=C(C(=CC=C1)F)N1C(C=CC2=C1N=C(N=C2C=2C=C(C(=O)NC=1SC=CN1)C=CC2C)NCCCNC(C)(C)C)=O (3-[8-(2,6-difluorophenyl)-2-({3-[(1,1-dimethylethyl)amino]propyl}amino)-7-oxo-7,8-dihydropyrido[2,3-d]pyrimidin-4-yl]-4-methyl-N-1,3-thiazol-2-ylbenzamide). RXN SMILES: [F:1][C:2]1[CH:7]=[CH:6][CH:5]=[C:4]([F:8])[C:3]=1[N:9]1[C:14]2[N:15]=[C:16](S(C)=O)[N:17]=[C:18]([C:19]3[CH:20]=[C:21]([CH:30]=[CH:31][C:32]=3[CH3:33])[C:22]([NH:24][C:25]3[S:26][CH:27]=[CH:28][N:29]=3)=[O:23])[C:13]=2[CH:12]=[CH:11][C:10]1=[O:37].[CH3:38][C:39]([NH:42][CH2:43][CH2:44][CH2:45][NH2:46])([CH3:41])[CH3:40]>>[F:8][C:4]1[CH:5]=[CH:6][CH:7]=[C:2]([F:1])[C:3]=1[N:9]1[C:14]2[N:15]=[C:16]([NH:46][CH2:45][CH2:44][CH2:43][NH:42][C:39]([CH3:41])([CH3:40])[CH3:38])[N:17]=[C:18]([C:19]3[CH:20]=[C:21]([CH:30]=[CH:31][C:32]=3[CH3:33])[C:22]([NH:24][C:25]3[S:26][CH:27]=[CH:28][N:29]=3)=[O:23])[C:13]=2[CH:12]=[CH:11][C:10]1=[O:37]. Procedure: The title compound was prepared from 3-[8-(2,6-difluorophenyl)-2-(methylsulfinyl)-7-oxo-7,8-dihydropyrido[2,3-d]pyrimidin-4-yl]-4-methyl-N-1,3-thiazol-2-ylbenzamide and N-(1,1-dimethylethyl)-1,3-propanediamine by following the procedures in Example 79c. LC-MS m/z 604 (M+H)+; 1H-NMR (MeOD) 1.09 (m, 9H), 1.70 (m, 2H), 2.33 (m, 3H), 2.47 (m, 1H), 2.66 (m, 1H), 3.13 (m, 1H), 3.47 (m, 1H), 6.36 (d, J=8.8 Hz, 1H), 7.10 (m, 1H), 7.23 (m, 2H), 7.47 (m, 2H), 7.58 (m, 2H), 8.04 (m, 1H), 8.13 (d, J=7.6 Hz,... The reactants are CN(C)C=O, CSC(=S)C1CCCCC1, O=C1CNCC2c3ccccc3CCCN12, O. Product: O=C1CN(C(=S)C2CCCCC2)CC2c3ccccc3CCCN12. Reaction SMILES: [CH3:28][N:29]([CH3:30])[CH:31]=[O:32].[CH:1]1([C:7]([S:9][CH3:8])=[S:10])[CH2:2][CH2:3][CH2:4][CH2:5][CH2:6]1.[O:11]=[C:12]1[CH2:13][NH:14][CH2:15][CH:16]2[N:17]1[CH2:18][CH2:19][CH2:20][c:21]1[c:22]2[cH:23][cH:24][cH:25][cH:26]1.[OH2:27]>>[CH:1]1([C:7](=[S:9])[N:14]2[CH2:13][C:12](=[O:11])[N:17]3[CH:16]([CH2:15]2)[c:22]2[c:21]([cH:26][cH:25][cH:24][cH:23]2)[CH2:20][CH2:19][CH2:18]3)[CH2:2][CH2:3][CH2:4][CH2:5][CH2:6]1.